From a dataset of the Open Reaction Database (ORD), a public repository of structured organic reaction records. describe an organic reaction: reactants, conditions, products, and yield Starting materials: ClCC1=NC2=CC=CC=C2C=C1 (2-chloromethyl-quinoline), C1(=CC=CC=C1)P(C1=CC=CC=C1)C1=CC=CC=C1 (triphenylphosphine). Run in CCOCC (ether), C(C)#N (acetonitrile). Reaction conditions: temperature 60 celsius, time 15 hour. The product is [Cl-].C1(=CC=CC=C1)[P+](CC1=NC2=CC=CC=C2C=C1)(C1=CC=CC=C1)C1=CC=CC=C1 (Triphenyl-(quinolin-2-yl-methyl)-phosphonium chloride). As a reaction SMILES: [Cl:1][CH2:2][C:3]1[CH:12]=[CH:11][C:10]2[C:5](=[CH:6][CH:7]=[CH:8][CH:9]=2)[N:4]=1.[C:13]1([P:19]([C:26]2[CH:31]=[CH:30][CH:29]=[CH:28][CH:27]=2)[C:20]2[CH:25]=[CH:24][CH:23]=[CH:22][CH:21]=2)[CH:18]=[CH:17][CH:16]=[CH:15][CH:14]=1>C(#N)C.CCOCC>[Cl-:1].[C:26]1([P+:19]([C:13]2[CH:14]=[CH:15][CH:16]=[CH:17][CH:18]=2)([C:20]2[CH:25]=[CH:24][CH:23]=[CH:22][CH:21]=2)[CH2:2][C:3]2[CH:12]=[CH:11][C:10]3[C:5](=[CH:6][CH:7]=[CH:8][CH:9]=3)[N:4]=2)[CH:27]=[CH:28][CH:29]=[CH:30][CH:31]=1 |f:4.5|. Reported procedure: To a solution of 2-chloromethyl-quinoline (2.9 g, 20 mmol) in acetonitrile (32 mL) is added triphenylphosphine (4.49 g, 17 mmol). The resulting mixture is warmed to 60° C. and stirred at this temperature for 15 h. This mixture is cooled, diluted with ether, then filtered. The solid is washed with ether, then dried under high vacuum to give the title compound as a solid. 1H NMR (300 MHz, CDCl3) δ 8.20 (d, 1H), 8.06 (d, 1H), 7.95 (m, 6H), 7.42–7.8 (m, 13H), 6.10 (d, 2H). The product is Cc1cc2nc(NC(=O)c3ccc(C(C)(C)O)cc3)cc(N3CCCC(C(=O)NCCO)C3)n2n1. RXN SMILES: [CH3:51][S:52]([CH3:53])=[O:54].[CH3:55][OH:56].[CH:37]([N:38]([CH2:39][CH3:40])[CH:41]([CH3:42])[CH3:43])([CH3:44])[CH3:45].[Cl:1][c:2]1[cH:3][c:4]([NH:12][C:13]([c:14]2[cH:15][cH:16][c:17]([C:20]([CH3:21])([CH3:22])[OH:23])[cH:18][cH:19]2)=[O:24])[n:5][c:6]2[n:7]1[n:8][c:9]([CH3:11])[cH:10]2.[O:46]=[CH:47][N:48]([CH3:49])[CH3:50].[OH:25][CH2:26][CH2:27][NH:28][C:29](=[O:30])[CH:31]1[CH2:32][NH:33][CH2:34][CH2:35][CH2:36]1>>[c:2]1([N:33]2[CH2:32][CH:31]([C:29]([NH:28][CH2:27][CH2:26][OH:25])=[O:30])[CH2:36][CH2:35][CH2:34]2)[cH:3][c:4]([NH:12][C:13]([c:14]2[cH:15][cH:16][c:17]([C:20]([CH3:21])([CH3:22])[OH:23])[cH:18][cH:19]2)=[O:24])[n:5][c:6]2[n:7]1[n:8][c:9]([CH3:11])[cH:10]2. Starting materials: CS(C)=O, CO, CCN(C(C)C)C(C)C, Cc1cc2nc(NC(=O)c3ccc(C(C)(C)O)cc3)cc(Cl)n2n1, CN(C)C=O, O=C(NCCO)C1CCCNC1.